This data is from the Open Reaction Database (ORD), a public repository of structured organic reaction records. The task is: describe an organic reaction: reactants, conditions, products, and yield Starting materials: CC(=O)NN, ClCCCl, CCn1ncc2c(NC3CCCC3)c(C(=O)O)cnc21, CN(C)C=O, On1nnc2ccccc21. Product: CCn1ncc2c(NC3CCCC3)c(C(=O)NNC(C)=O)cnc21. As a reaction SMILES: [C:35]([CH3:36])(=[O:37])[NH:38][NH2:39].[CH2:21]([Cl:22])[CH2:23][Cl:24].[CH:1]1([NH:6][c:7]2[c:8]3[c:9]([n:10][cH:11][c:12]2[C:13](=[O:14])[OH:15])[n:16]([CH2:19][CH3:20])[n:17][cH:18]3)[CH2:2][CH2:3][CH2:4][CH2:5]1.[O:40]=[CH:41][N:42]([CH3:43])[CH3:44].[OH:25][n:26]1[c:27]2[c:28]([cH:29][cH:30][cH:31][cH:32]2)[n:33][n:34]1>>[CH:1]1([NH:6][c:7]2[c:8]3[c:9]([n:10][cH:11][c:12]2[C:13](=[O:15])[NH:39][NH:38][C:35]([CH3:36])=[O:37])[n:16]([CH2:19][CH3:20])[n:17][cH:18]3)[CH2:2][CH2:3][CH2:4][CH2:5]1. Reactants: ammonium polyphosphate, CO (methanol), CO (methanol), C=CC1=CC=CC=C1.C=CC1=CC=C(C=C1)C=C.C1C(O1)COCC2=CC=CC=C2 (epoxide resin), CO (methanol). The product is C=CC1=CC=CC=C1.C=CC1=CC=C(C=C1)C=C.C1C(O1)COCC2=CC=CC=C2.C=CC1=CC=CC=C1.C=CC1=CC=C(C=C1)C=C.C1C(O1)COCC2=CC=CC=C2 (epoxide resin epoxide resin). As a reaction SMILES: [CH2:1]=[CH:2][C:3]1[CH:8]=[CH:7][CH:6]=[CH:5][CH:4]=1.[CH2:9]=[CH:10][C:11]1[CH:16]=[CH:15][C:14]([CH:17]=[CH2:18])=[CH:13][CH:12]=1.[CH2:19]1[O:21][CH:20]1[CH2:22][O:23][CH2:24][C:25]1[CH:30]=[CH:29][CH:28]=[CH:27][CH:26]=1.CO>>[CH2:1]=[CH:2][C:3]1[CH:8]=[CH:7][CH:6]=[CH:5][CH:4]=1.[CH2:9]=[CH:10][C:11]1[CH:16]=[CH:15][C:14]([CH:17]=[CH2:18])=[CH:13][CH:12]=1.[CH2:19]1[O:21][CH:20]1[CH2:22][O:23][CH2:24][C:25]1[CH:30]=[CH:29][CH:28]=[CH:27][CH:26]=1.[CH2:1]=[CH:2][C:3]1[CH:8]=[CH:7][CH:6]=[CH:5][CH:4]=1.[CH2:9]=[CH:10][C:11]1[CH:16]=[CH:15][C:14]([CH:17]=[CH2:18])=[CH:13][CH:12]=1.[CH2:19]1[O:21][CH:20]1[CH2:22][O:23][CH2:24][C:25]1[CH:30]=[CH:29][CH:28]=[CH:27][CH:26]=1 |f:0.1.2,4.5.6.7.8.9|. Procedure details: 150 g ammonium polyphosphate (EXOLIT 263) was suspended in 600 ml methanol in a stirring apparatus made of glass, and the suspension was heated to gentle boiling. Next, a methanolic epoxide resin/epoxide resin hardener-solution which was prepared by dissolving 3 g BECKOPOX EP 128 and 3 g BECKOPOX VEH 2130 in 100 ml methanol was added dropwise within 15 minutes. For hardening the epoxide resin, the suspension was stirred for 2 hours while the methanol boiled gently. After cooling, the whole was f... Reactants: CC(C)=O, CC(Cl)Cl, O=C1N(CC2CNCCO2)c2ccccc2C12COc1cc3c(cc12)CCO3. Product: CC(C)N1CCOC(CN2C(=O)C3(COc4cc5c(cc43)CCO5)c3ccccc32)C1. RXN SMILES: [CH3:1][C:2]([CH3:3])=[O:4].[Cl:33][CH:34]([Cl:35])[CH3:36].[O:5]1[CH:6]([CH2:11][N:12]2[C:13](=[O:32])[C:14]3([c:15]4[c:16]([cH:19][c:20]5[c:24]([cH:25]4)[CH2:23][CH2:22][O:21]5)[O:17][CH2:18]3)[c:26]3[cH:27][cH:28][cH:29][cH:30][c:31]32)[CH2:7][NH:8][CH2:9][CH2:10]1>>[CH3:1][CH:2]([CH3:3])[N:8]1[CH2:7][CH:6]([CH2:11][N:12]2[C:13](=[O:32])[C:14]3([c:15]4[c:16]([cH:19][c:20]5[c:24]([cH:25]4)[CH2:23][CH2:22][O:21]5)[O:17][CH2:18]3)[c:26]3[cH:27][cH:28][cH:29][cH:30][c:31]32)[O:5][CH2:10][CH2:9]1.